From a dataset of the Open Reaction Database (ORD), a public repository of structured organic reaction records. describe an organic reaction: reactants, conditions, products, and yield The reactants are three, C(C)(C)(C)[SiH2]OC(C1=CN=CN1CN1C(CC(C1)CCC)=O)(C)C (1-[5-(tert-butyl-dimethyl-silanyloxymethyl)-imidazol-1-ylmethyl]-4-propyl-pyrrolidin-2-one). The solvent is CC(=O)O.C1CCOC1.O (AcOH THF H2O). Run at time 8 hour. The product is OCC1=CN=CN1CN1C(CC(C1)CCC)=O (1-{[5-(hydroxymethyl)-1H-imidazol-1-yl]methyl}-4-propylpyrrolidin-2-one). Yield: 35.0%. RXN SMILES: C([SiH2][O:6][C:7](C)(C)[C:8]1[N:12]([CH2:13][N:14]2[CH2:18][CH:17]([CH2:19][CH2:20][CH3:21])[CH2:16][C:15]2=[O:22])[CH:11]=[N:10][CH:9]=1)(C)(C)C>CC(O)=O.C1COCC1.O>[OH:6][CH2:7][C:8]1[N:12]([CH2:13][N:14]2[CH2:18][CH:17]([CH2:19][CH2:20][CH3:21])[CH2:16][C:15]2=[O:22])[CH:11]=[N:10][CH:9]=1 |f:1.2.3|. Reported procedure: In a 250 ml three necked flask fitted with a magnetic stirrer, under inert atmosphere, 1-[5-(tert-butyl-dimethyl-silanyloxymethyl)-imidazol-1-ylmethyl]-4-propyl-pyrrolidin-2-one a30 (0.5 g, 0.0014 mol) is heated at 80° C. in a AcOH/THF/H2O mixture (9 ml/3 ml/3 ml) for 9 h, then stirred overnight at room temperature and concentrated in vacuo. The residue is dry by azeotropic distillation with toluene, purified by chromatography on silicagel (CH2Cl2/MeOH) and the solid is recrystallized from AcOEt... The reactants are CCOC(=O)Nc1ccc2c(c1[N+](=O)[O-])CCC2=O, CO, Nc1ccc(F)cc1. The product is CCOC(=O)Nc1ccc2c(c1[N+](=O)[O-])CCC2Nc1ccc(F)cc1. Reaction SMILES: [CH2:1]([CH3:2])[O:3][C:4]([NH:5][c:6]1[c:7]([N+:16](=[O:17])[O-:18])[c:8]2[c:12]([cH:13][cH:14]1)[C:11](=[O:15])[CH2:10][CH2:9]2)=[O:19].[CH3:28][OH:29].[NH2:20][c:21]1[cH:22][cH:23][c:24]([F:25])[cH:26][cH:27]1>>[CH2:1]([CH3:2])[O:3][C:4]([NH:5][c:6]1[c:7]([N+:16](=[O:17])[O-:18])[c:8]2[c:12]([cH:13][cH:14]1)[CH:11]([NH:20][c:21]1[cH:22][cH:23][c:24]([F:25])[cH:26][cH:27]1)[CH2:10][CH2:9]2)=[O:19]. Reactants: O (water), C(C)(=O)[O-] (acetate), OCC(C(=O)OC)NS(=O)(=O)C1=CC=C(C=C1)[N+](=O)[O-] (Methyl 3-hydroxy-2-(4-nitro-benzenesulfonylamino)-propionate), potassium carbonate anhydride, BrCC(=O)OCC (ethyl bromoacetate). Run in CN(C)C=O (DMF). Reaction conditions: time 4 hour. Yields the product C(C)OC(=O)CN(C(C(=O)OC)CO)S(=O)(=O)C1=CC=C(C=C1)[N+](=O)[O-] (Methyl 2-[ethoxycarbonylmethyl-(4-nitro-benzenesulfonyl)-amino]-3-hydroxy-propionate). RXN SMILES: [OH:1][CH2:2][CH:3]([NH:8][S:9]([C:12]1[CH:17]=[CH:16][C:15]([N+:18]([O-:20])=[O:19])=[CH:14][CH:13]=1)(=[O:11])=[O:10])[C:4]([O:6][CH3:7])=[O:5].Br[CH2:22][C:23]([O:25][CH2:26][CH3:27])=[O:24].O.C([O-])(=O)C>CN(C=O)C>[CH2:26]([O:25][C:23]([CH2:22][N:8]([S:9]([C:12]1[CH:17]=[CH:16][C:15]([N+:18]([O-:20])=[O:19])=[CH:14][CH:13]=1)(=[O:10])=[O:11])[CH:3]([CH2:2][OH:1])[C:4]([O:6][CH3:7])=[O:5])=[O:24])[CH3:27]. Procedure: Methyl 3-hydroxy-2-(4-nitro-benzenesulfonylamino)-propionate (4.0 g, 13.1 mmol) and potassium carbonate anhydride (5.45 g, 39.4 mmol) were suspended in DMF (25 mL), and ethyl bromoacetate (2.91 mL, 26.3 mmol) was added dropwise at 0° C. After stirring for 4 hours, 50 mL of distilled water and 100 mL of acetate were introduced and stirred to separate layers. The supernatant was washed with 50 mL of a 5% Na2S2O3 aqueous solution, 50 mL of a 1N HCl aqueous solution, 50 mL of a saturated NaHCO3 aque... The reactants are ClC=1C=CC2=C(C(=NCC(N2)=S)C2=CC=CC=C2)C1 (1,3-dihydro-7-chloro-5-phenyl-2H-1,4-benzodiazepine-2-thione), COCC(=O)NN (methoxyacetic acid hydrazide). The solvent is C(CCC)O (n-butyl alcohol). The product is ClC=1C=CC2=C(C(=NCC=3N2C(=NN3)COC)C3=CC=CC=C3)C1 (8-chloro-1-(methoxymethyl)-6-phenyl-4H-s-triazolo[4,3-a][1,4]benzodiazepine). As a reaction SMILES: [Cl:1][C:2]1[CH:3]=[CH:4][C:5]2[NH:11][C:10](=S)[CH2:9][N:8]=[C:7]([C:13]3[CH:18]=[CH:17][CH:16]=[CH:15][CH:14]=3)[C:6]=2[CH:19]=1.[CH3:20][O:21][CH2:22][C:23]([NH:25][NH2:26])=O>C(O)CCC>[Cl:1][C:2]1[CH:3]=[CH:4][C:5]2[N:11]3[C:23]([CH2:22][O:21][CH3:20])=[N:25][N:26]=[C:10]3[CH2:9][N:8]=[C:7]([C:13]3[CH:18]=[CH:17][CH:16]=[CH:15][CH:14]=3)[C:6]=2[CH:19]=1. Procedure: In the manner given in Example 1, a solution of 1,3-dihydro-7-chloro-5-phenyl-2H-1,4-benzodiazepine-2-thione in n-butyl alcohol was heated to reflux with methoxyacetic acid hydrazide to give 8-chloro-1-(methoxymethyl)-6-phenyl-4H-s-triazolo[4,3-a][1,4]benzodiazepine. Reactants: C(C1=CC=CC=C1)OC1=CC=C(C(=N1)NC1=CC=C(C=C1)CC)[N+](=O)[O-] (6-(benzyloxy)-N-(4-ethylphenyl)-3-nitropyridin-2-amine). The reagents and catalysts are [Zn] (zinc). The solvent is CC(=O)O (AcOH). Reaction conditions: time 8 hour. The product is C(C1=CC=CC=C1)OC1=CC=C(C(=N1)NC1=CC=C(C=C1)CC)N (6-(Benzyloxy)-N2-(4-ethylphenyl)pyridine-2,3-diamine). Reaction SMILES: [CH2:1]([O:8][C:9]1[N:14]=[C:13]([NH:15][C:16]2[CH:21]=[CH:20][C:19]([CH2:22][CH3:23])=[CH:18][CH:17]=2)[C:12]([N+:24]([O-])=O)=[CH:11][CH:10]=1)[C:2]1[CH:7]=[CH:6][CH:5]=[CH:4][CH:3]=1>CC(O)=O.[Zn]>[CH2:1]([O:8][C:9]1[N:14]=[C:13]([NH:15][C:16]2[CH:17]=[CH:18][C:19]([CH2:22][CH3:23])=[CH:20][CH:21]=2)[C:12]([NH2:24])=[CH:11][CH:10]=1)[C:2]1[CH:7]=[CH:6][CH:5]=[CH:4][CH:3]=1. Procedure details: To a solution of 6-(benzyloxy)-N-(4-ethylphenyl)-3-nitropyridin-2-amine (987 mg, 2.82 mmol in AcOH (6.0 mL) was added zinc dust (737 mg, 11.2 mmol). The mixture was stirred overnight at room temperature, filtered through Celite®, and concentrated. The crude residue was dissolved in EtOAc and washed with saturated NaHCO3. The organics were dried over MgSO4, filtered, and concentrated to give the title compound as a dark brown oil (716 mg). 1H NMR (400 MHz, CDCl3) δ ppm 1.23 (t, J=7.6 Hz, 3H), 2.6...